Dataset: the Open Reaction Database (ORD), a public repository of structured organic reaction records. Task: describe an organic reaction: reactants, conditions, products, and yield The reactants are COC(C1=CC=C(C=C1)C#N)=O (4-cyanobenzoic acid methyl ester), C1(=CC=CC=C1)C (toluene), C#C (acetylene), C1(=CC=CC=C1)C (toluene). Reagents/catalysts: [CH-]1C=CC=C1.[CH-]1C=CC=C1.[Co+2] (cobaltocene). Conditions: temperature 180 celsius, time 12 hour. Product: COC(C1=CC=C(C=C1)C1=NC=CC=C1)=O (4-(Pyridin-2-yl)-benzoic acid methyl ester). RXN SMILES: [CH3:1][O:2][C:3](=[O:12])[C:4]1[CH:9]=[CH:8][C:7]([C:10]#[N:11])=[CH:6][CH:5]=1.C#C.[C:15]1(C)[CH:20]=CC=[CH:17][CH:16]=1>[CH-]1C=CC=C1.[CH-]1C=CC=C1.[Co+2]>[CH3:1][O:2][C:3](=[O:12])[C:4]1[CH:9]=[CH:8][C:7]([C:10]2[CH:17]=[CH:16][CH:15]=[CH:20][N:11]=2)=[CH:6][CH:5]=1 |f:3.4.5|. Reported procedure: 24.0 g (150 mmol) of 4-cyanobenzoic acid methyl ester (Fluka, Buchs, Switzerland) in 150 ml of toluene are placed under an acetylene atmosphere in an autoclave and 0.30 g (1.6 mmol) of cobaltocene (=dicyclopentadienylcobalt; Aldrich, Milwaukee, USA) is added. The mixture is then subjected to an acetylene pressure of 15 atm, heated at 180° C. and stirred for 12 hours. After cooling and release of the pressure, 9.5 g of active carbon are added to the black suspension; the mixture is diluted with 2... Starting materials: C(C1=CC=CC=C1)OC(=O)N1CC2=CC=C(C=C2C1)C1=C(C=C2C(C(=CN(C2=C1Cl)[C@H]1[C@H](C1)F)C(=O)O)=O)F (7-[2-(benzyloxycarbonyl)-isoindolin-5-yl]-8-chloro-6-fluoro-1-[(1R,2S)-2-fluorocyclopropyl]-1,4-dihydro-4-oxoquinoline-3-carboxylic acid), C(C)O (ethanol), C(C)O (ethanol), [OH-].[Na+] (sodium hydroxide), O (water). The reagents and catalysts are [C].[Pd] (palladium carbon). The solvent is C(C)(=O)O (acetic acid), C(C)(=O)O (acetic acid). Conditions: time 2 hour. Yields the product ClC=1C(=C(C=C2C(C(=CN(C12)[C@H]1[C@H](C1)F)C(=O)O)=O)F)C=1C=C2CNCC2=CC1 (8-chloro-6-fluoro-1-[(1R,2S)-2-fluorocyclopropyl]-7-(isoindolin-5-yl)-1,4-dihydro-4-oxoquinoline-3-carboxylic acid). RXN SMILES: C(OC([N:11]1[CH2:19][C:18]2[C:13](=[CH:14][CH:15]=[C:16]([C:20]3[C:29]([Cl:30])=[C:28]4[C:23]([C:24](=[O:38])[C:25]([C:35]([OH:37])=[O:36])=[CH:26][N:27]4[C@@H:31]4[CH2:33][C@@H:32]4[F:34])=[CH:22][C:21]=3[F:39])[CH:17]=2)[CH2:12]1)=O)C1C=CC=CC=1.C(O)C.[OH-].[Na+].O>C(O)(=O)C.[C].[Pd]>[Cl:30][C:29]1[C:20]([C:16]2[CH:17]=[C:18]3[C:13](=[CH:14][CH:15]=2)[CH2:12][NH:11][CH2:19]3)=[C:21]([F:39])[CH:22]=[C:23]2[C:28]=1[N:27]([C@@H:31]1[CH2:33][C@@H:32]1[F:34])[CH:26]=[C:25]([C:35]([OH:37])=[O:36])[C:24]2=[O:38] |f:2.3,6.7|. Procedure: In 25 ml of acetic acid and 50 mg of 5% palladium carbon was suspended 150 mg of 7-[2-(benzyloxycarbonyl)-isoindolin-5-yl]-8-chloro-6-fluoro-1-[(1R,2S)-2-fluorocyclopropyl]-1,4-dihydro-4-oxoquinoline-3-carboxylic acid, and the suspension was stirred at room temperature for two hours under a hydrogen stream. The reaction mixture was filtered and thereafter 2 ml of 6N hydrochloric acid was added to the filtrate obtained, after which the mixture was concentrated under reduced pressure. To the resid... Reactants: [N+](=O)([O-])NC1=NC=C(C(N1)=O)CC1=CC(=NC=C1)OC (2-nitroamino-5-(2-methoxy-4-pyridylmethyl)-4-pyrimidone), S1C(=NC=C1)CSCCN (2-(2-thiazolylmethylthio) ethylamine). Run in C(C)O (ethanol). Product: S1C(=NC=C1)CSCCNC1=NC=C(C(N1)=O)CC1=CC(=NC=C1)OC (2-[2-(2-thiazolylmethylthio)ethylamino]-5-(2-methoxy-4-pyridylmethyl)-4-pyrimidone). Yield: 41.0%. Reaction SMILES: [N+]([NH:4][C:5]1[NH:10][C:9](=[O:11])[C:8]([CH2:12][C:13]2[CH:18]=[CH:17][N:16]=[C:15]([O:19][CH3:20])[CH:14]=2)=[CH:7][N:6]=1)([O-])=O.[S:21]1[CH:25]=[CH:24][N:23]=[C:22]1[CH2:26][S:27][CH2:28][CH2:29]N>C(O)C>[S:21]1[CH:25]=[CH:24][N:23]=[C:22]1[CH2:26][S:27][CH2:28][CH2:29][NH:4][C:5]1[NH:10][C:9](=[O:11])[C:8]([CH2:12][C:13]2[CH:18]=[CH:17][N:16]=[C:15]([O:19][CH3:20])[CH:14]=2)=[CH:7][N:6]=1. Procedure: An equimolar mixture of 2-nitroamino-5-(2-methoxy-4-pyridylmethyl)-4-pyrimidone and 2-(2-thiazolylmethylthio) ethylamine was heated under reflux in ethanol for 18 hours. The solid which crystallised out on cooling was purified by column chromatography on silica gel and recrystallisation from 2-propanol-ethanol to give 2-[2-(2-thiazolylmethylthio)ethylamino]-5-(2-methoxy-4-pyridylmethyl)-4-pyrimidone, m.p. 105.5-106.5° in 41% yield. The latter compound was heated under reflux in 2N hydrogen chlor... Starting materials: C=CCOC(=O)CBr, C1CCOC1, ClC(Cl)Cl, [Cl-], [H-], [NH4+], [Na+], CC(=O)CS(=O)(=O)c1ccccc1. The product is C=CCOC(=O)CC(C(C)=O)S(=O)(=O)c1ccccc1. As a reaction SMILES: [Br:16][CH2:17][C:18](=[O:19])[O:20][CH2:21][CH:22]=[CH2:23].[CH2:26]1[O:27][CH2:28][CH2:29][CH2:30]1.[CH:31]([Cl:32])([Cl:33])[Cl:34].[Cl-:24].[H-:1].[NH4+:25].[Na+:2].[c:3]1([S:9](=[O:10])(=[O:11])[CH2:12][C:13]([CH3:14])=[O:15])[cH:4][cH:5][cH:6][cH:7][cH:8]1>>[c:3]1([S:9](=[O:10])(=[O:11])[CH:12]([C:13]([CH3:14])=[O:15])[CH2:17][C:18](=[O:19])[O:20][CH2:21][CH:22]=[CH2:23])[cH:4][cH:5][cH:6][cH:7][cH:8]1. Starting materials: BrCCCCCCCCBr (1,8-dibromooctane), C(C)OC(C(C)C)=O (ethylisobutyrate), C(C)(C)[N-]C(C)C.[Li+] (lithium diisopropylamide). Solvent: CN(P(=O)(N(C)C)N(C)C)C (hexamethylphosphoramide). Yields the product CC(C(=O)OCC)(CCCCCCCCBr)C (Ethyl 2,2-Dimethyl-10-bromodecanoate). Yield: 16.5%. As a reaction SMILES: Br[CH2:2][CH2:3][CH2:4][CH2:5][CH2:6][CH2:7][CH2:8][CH2:9][Br:10].[CH2:11]([O:13][C:14](=[O:18])[CH:15]([CH3:17])[CH3:16])[CH3:12].C([N-]C(C)C)(C)C.[Li+]>CN(C)P(N(C)C)(N(C)C)=O>[CH3:16][C:15]([CH3:17])([CH2:2][CH2:3][CH2:4][CH2:5][CH2:6][CH2:7][CH2:8][CH2:9][Br:10])[C:14]([O:13][CH2:11][CH3:12])=[O:18] |f:2.3|. Procedure details: Using the method described in Example 5(i), 1,8-dibromooctane (27.2 g, 0.1 mol) and ethylisobutyrate (10.44 g, 0.09 mol) were reacted in the presence of lithium diisopropylamide (67 ml, 0.1 mol) and hexamethylphosphoramide (22 g) to give the title compound (4.56 g) as an oil.